Dataset: the Open Reaction Database (ORD), a public repository of structured organic reaction records. Task: describe an organic reaction: reactants, conditions, products, and yield The reactants are CC1(C(CC1=O)=O)C1=CC=CC=C1 (2-methyl-2-phenyl-cyclobutane-1,3-dione), C(C1=CC=CC=C1)=O (benzaldehyde), FC=1C=C2C(=CNC2=CC1)C (5-fluoro-3-methyl-1H-indole). The product is FC=1C=C2C(=C(NC2=CC1)C(C=1C(C(C1O)(C1=CC=CC=C1)C)=O)C1=CC=CC=C1)C (2-[(5-Fluoro-3-methyl-1H-indol-2-yl)-phenyl-methyl]-3-hydroxy-4-methyl-4-phenyl-cyclobut-2-enone). RXN SMILES: [CH3:1][C:2]1([C:8]2[CH:13]=[CH:12][CH:11]=[CH:10][CH:9]=2)[C:5](=[O:6])[CH2:4][C:3]1=[O:7].[CH:14](=O)[C:15]1[CH:20]=[CH:19][CH:18]=[CH:17][CH:16]=1.[F:22][C:23]1[CH:24]=[C:25]2[C:29](=[CH:30][CH:31]=1)[NH:28][CH:27]=[C:26]2[CH3:32]>>[F:22][C:23]1[CH:24]=[C:25]2[C:29](=[CH:30][CH:31]=1)[NH:28][C:27]([CH:14]([C:15]1[CH:20]=[CH:19][CH:18]=[CH:17][CH:16]=1)[C:4]1[C:3](=[O:7])[C:2]([CH3:1])([C:8]3[CH:13]=[CH:12][CH:11]=[CH:10][CH:9]=3)[C:5]=1[OH:6])=[C:26]2[CH3:32]. Reported procedure: Using general procedure C, 2-methyl-2-phenyl-cyclobutane-1,3-dione (Lit. 1) was reacted with benzaldehyde and 5-fluoro-3-methyl-1H-indole to give the title compound as a colorless solid. MS: 410.3 ([M−H]−). The reactants are NC1=C2CCN(CC2=CC=C1)C (5-Amino-2-methyl-1,2,3,4-tetrahydroisoquinoline), ClC1=C(C(=O)Cl)C=CC=C1 (2-chlorobenzoyl chloride), C1NCCC2=CC=CC=C12 (tetrahydroisoquinoline), C([O-])(O)=O.[K+] (potassium bicarbonate). The solvent is C1=CC=CC=C1 (benzene), C1=CC=CC=C1 (benzene). The product is ClC1=C(C(=O)NC2=C3CCN(CC3=CC=C2)C)C=CC=C1 (5-(2-Chlorobenzamido)-2-methyl-1,2,3,4-tetrahydroisoquinoline). Reaction SMILES: [NH2:1][C:2]1[CH:11]=[CH:10][CH:9]=[C:8]2[C:3]=1[CH2:4][CH2:5][N:6]([CH3:12])[CH2:7]2.C(=O)(O)[O-].[K+].[Cl:18][C:19]1[CH:27]=[CH:26][CH:25]=[CH:24][C:20]=1[C:21](Cl)=[O:22].C1C2C(=CC=CC=2)CCN1>C1C=CC=CC=1>[Cl:18][C:19]1[CH:27]=[CH:26][CH:25]=[CH:24][C:20]=1[C:21]([NH:1][C:2]1[CH:11]=[CH:10][CH:9]=[C:8]2[C:3]=1[CH2:4][CH2:5][N:6]([CH3:12])[CH2:7]2)=[O:22] |f:1.2|. Procedure details: 5-Amino-2-methyl-1,2,3,4-tetrahydroisoquinoline (9.2 g) prepared as in Example 4 was dissolved in dry benzene (100 ml) and 0.5 g of dry potassium bicarbonate was added. A 0.1 mole excess of 2-chlorobenzoyl chloride was dissolved in dry benzene (100 ml) and this solution was added to the solution of the tetrahydroisoquinoline. A white precipitate formed immediately and the mixture was then refluxed for 1 hour. The precipitate was collected by filtration and was washed with 10% sodium carbonate so... Starting materials: COC=1C=C(C=CC1)C(C#N)(C)C (2-(3-methoxyphenyl)-2-methylpropanenitrile), Cl.[NH+]1=CC=CC=C1 (pyridinium hydrochloride). Conditions: temperature 210 celsius. The product is OC=1C=C(C=CC1)C(C#N)(C)C (2-(3-hydroxyphenyl)-2-methylpropanenitrile). As a reaction SMILES: C[O:2][C:3]1[CH:4]=[C:5]([C:9]([CH3:13])([CH3:12])[C:10]#[N:11])[CH:6]=[CH:7][CH:8]=1.Cl.[NH+]1C=CC=CC=1>>[OH:2][C:3]1[CH:4]=[C:5]([C:9]([CH3:13])([CH3:12])[C:10]#[N:11])[CH:6]=[CH:7][CH:8]=1 |f:1.2|. Procedure details: A mixture of the title product of Example 106 Step 1 (520 mg, 2.97 mmoles) and pyridinium hydrochloride (2 g, 17.3 mmol) was stirred in an oil bath at 200-220 ° C. under a drying tube and so maintained for 3 h. After cooling, the mixture was partitioned between DCM and water, further extracted, and the combined organic extracts dried over Na2SO4, filtered, and evaporated to give the title compound, 416 mg, as a brownish oil.